From a dataset of the Open Reaction Database (ORD), a public repository of structured organic reaction records. describe an organic reaction: reactants, conditions, products, and yield Reactants: C(C)OC(=O)C=1NC2=CC=C(C=C2C1)O (5-hydroxy-1H-indole-2-carboxylic acid ethyl ester), C(C)(C)N1CC(CC1)O (1-isopropyl-3-pyrrolidinol), tri-N-butyl phosphine, N(=NC(=O)N1CCCCC1)C(=O)N1CCCCC1 (1,1′-(azodicarbonyl)-dipiperidine). The solvent is C1CCOC1 (THF). Product: C(C)OC(=O)C=1NC2=CC=C(C=C2C1)OC1CN(CC1)C(C)C (5-(1-isopropyl-pyrrolidin-3-yloxy)-1H-indole-2-carboxylic acid ethyl ester). RXN SMILES: [CH2:1]([O:3][C:4]([C:6]1[NH:7][C:8]2[C:13]([CH:14]=1)=[CH:12][C:11]([OH:15])=[CH:10][CH:9]=2)=[O:5])[CH3:2].[CH:16]([N:19]1[CH2:23][CH2:22][CH:21](O)[CH2:20]1)([CH3:18])[CH3:17].N(C(N1CCCCC1)=O)=NC(N1CCCCC1)=O>C1COCC1>[CH2:1]([O:3][C:4]([C:6]1[NH:7][C:8]2[C:13]([CH:14]=1)=[CH:12][C:11]([O:15][CH:21]1[CH2:22][CH2:23][N:19]([CH:16]([CH3:18])[CH3:17])[CH2:20]1)=[CH:10][CH:9]=2)=[O:5])[CH3:2]. Procedure details: A mixture of 3.08 g (15 mmol) 5-hydroxy-1H-indole-2-carboxylic acid ethyl ester, 2.51 g (20 mmol) 1-isopropyl-3-pyrrolidinol and 8.7 ml (30 mmol) tri-N-butyl phosphine in 75 ml was treated at room temperature with 7.57 g (30 mmol) 1,1′-(azodicarbonyl)-dipiperidine in 75 ml THF. The mixture was allowed to stir for a prolonged period of time and subsequently evaporated to dryness. The residue was suspended in 40 ml DCM/n-heptane 1/1, filtered and again washed with 40 ml DCM/n-heptane 1/1. The filt... The reactants are [BH4-], CO, O=C(Cc1ccc(-c2ccccc2F)cc1)Cc1ccc(-c2ccccc2F)cc1, CC(O)c1ccc(-c2ccccc2F)cc1, [Na+], O=C(O)CS, Cc1ccc(S(=O)(=O)O)cc1, c1ccccc1. Product: CC(SCC(=O)O)c1ccc(-c2ccccc2F)cc1. As a reaction SMILES: [BH4-:47].[CH3:65][OH:66].[F:17][c:18]1[cH:19][cH:20][cH:21][cH:22][c:23]1-[c:24]1[cH:25][cH:26][c:27]([CH2:28][C:29]([CH2:30][c:31]2[cH:32][cH:33][c:34](-[c:35]3[cH:36][cH:37][cH:38][cH:39][c:40]3[F:41])[cH:42][cH:43]2)=[O:44])[cH:45][cH:46]1.[F:1][c:2]1[c:3](-[c:8]2[cH:9][cH:10][c:11]([CH:14]([CH3:15])[OH:16])[cH:12][cH:13]2)[cH:4][cH:5][cH:6][cH:7]1.[Na+:48].[SH:49][CH2:50][C:51](=[O:52])[OH:53].[c:54]1([CH3:55])[cH:56][cH:57][c:58]([S:59]([OH:60])(=[O:61])=[O:62])[cH:63][cH:64]1.[cH:67]1[cH:68][cH:69][cH:70][cH:71][cH:72]1>>[F:1][c:2]1[c:3](-[c:8]2[cH:9][cH:10][c:11]([CH:14]([CH3:15])[S:49][CH2:50][C:51](=[O:52])[OH:53])[cH:12][cH:13]2)[cH:4][cH:5][cH:6][cH:7]1. Starting materials: N1=C(C=CC=2CCCNC12)C=O (5,6,7,8-tetrahydro-[1,8]naphthyridine-2-carboxaldehyde). Solvent: C1CCOC1 (THF). Reaction conditions: temperature 5 celsius, time 1 hour. Yields the product N1=C(C=CC=2CCCNC12)CO (1-(5,6,7,8-Tetrahydro-1,8-naphthyridin-2-yl)-methanol). Yield: 59.3%. RXN SMILES: [N:1]1[C:10]2[NH:9][CH2:8][CH2:7][CH2:6][C:5]=2[CH:4]=[CH:3][C:2]=1[CH:11]=[O:12]>C1COCC1>[N:1]1[C:10]2[NH:9][CH2:8][CH2:7][CH2:6][C:5]=2[CH:4]=[CH:3][C:2]=1[CH2:11][OH:12]. Procedure details: A mixture of 5,6,7,8-tetrahydro-[1,8]naphthyridine-2-carboxaldehyde 1 (0.5 g) and lithhiumborohydride (3.0 mL, 2.0 M) in THF (5.0 ML) was stirred at 5° C. for 1 h. The reaction mixture was then allowed to warm to room temperature over a period of another hour, quenched with acetic acid (2.0 mL) and concentrated under reduced pressure. The residue was partitioned between 1N NaOH (20.0 mL)and EtOAc (25 mL). The organic phase was washed with brine (2×0 mL), dried (Na2SO4), and concentrated to dryne... Reactants: CC1=CC(=NN1CC1=CC=C(C=C1)C)C1=NC(=NO1)C1=CC=C(C=C1)SC(F)(F)F (5-[5-methyl-1-(4-methylbenzyl)-1H-pyrazol-3-yl]-3-{4-[(trifluoromethyl)sulfanyl]phenyl}-1,2,4-oxadiazole), ClC=1C=C(C(=O)OO)C=CC1 (3-chloroperoxybenzoic acid), C([O-])(O)=O.[Na+] (sodium bicarbonate). The solvent is ClCCl (dichloromethane). Yields the product CC1=CC(=NN1CC1=CC=C(C=C1)C)C1=NC(=NO1)C1=CC=C(C=C1)S(=O)C(F)(F)F (5-[5-Methyl-1-(4-methylbenzyl)-1H-pyrazol-3-yl]-3-{4-[(trifluoromethyl)-sulfinyl]phenyl}-1,2,4-oxadiazole). Reaction SMILES: [CH3:1][C:2]1[N:6]([CH2:7][C:8]2[CH:13]=[CH:12][C:11]([CH3:14])=[CH:10][CH:9]=2)[N:5]=[C:4]([C:15]2[O:19][N:18]=[C:17]([C:20]3[CH:25]=[CH:24][C:23]([S:26][C:27]([F:30])([F:29])[F:28])=[CH:22][CH:21]=3)[N:16]=2)[CH:3]=1.ClC1C=C(C=CC=1)C(OO)=[O:36].C(=O)(O)[O-].[Na+]>ClCCl>[CH3:1][C:2]1[N:6]([CH2:7][C:8]2[CH:13]=[CH:12][C:11]([CH3:14])=[CH:10][CH:9]=2)[N:5]=[C:4]([C:15]2[O:19][N:18]=[C:17]([C:20]3[CH:25]=[CH:24][C:23]([S:26]([C:27]([F:29])([F:30])[F:28])=[O:36])=[CH:22][CH:21]=3)[N:16]=2)[CH:3]=1 |f:2.3|. Reported procedure: To a mechanically stirred solution of 5-[5-methyl-1-(4-methylbenzyl)-1H-pyrazol-3-yl]-3-{4-[(trifluoromethyl)sulfanyl]phenyl}-1,2,4-oxadiazole (Example 105, 570 mg, 1.32 mmol) in dichloromethane (215 mL) was added 3-chloroperoxybenzoic acid (408 mg, 1.66 mmol) at a temperature of 0° C. The reaction mixture was stirred over night at the same temperature. Then saturated aqueous sodium bicarbonate solution (80 mL) was added, and the mixture was extracted with dichloromethane (3×30 mL). The combined...